From a dataset of the Open Reaction Database (ORD), a public repository of structured organic reaction records. describe an organic reaction: reactants, conditions, products, and yield The reactants are CO, [K+], CCCC(CO)Nc1nc(N)nc(C)c1Cc1ccc(CC#N)cc1OC, [OH-]. The product is CCCC(CO)Nc1nc(N)nc(C)c1Cc1ccc(CC(=O)O)cc1OC. Reaction SMILES: [CH3:30][OH:31].[K+:2].[NH2:3][c:4]1[n:5][c:6]([CH3:29])[c:7]([CH2:17][c:18]2[c:19]([O:27][CH3:28])[cH:20][c:21]([CH2:24][C:25]#[N:26])[cH:22][cH:23]2)[c:8]([NH:10][CH:11]([CH2:12][OH:13])[CH2:14][CH2:15][CH3:16])[n:9]1.[OH-:1]>>[O:1]=[C:25]([CH2:24][c:21]1[cH:20][c:19]([O:27][CH3:28])[c:18]([CH2:17][c:7]2[c:6]([CH3:29])[n:5][c:4]([NH2:3])[n:9][c:8]2[NH:10][CH:11]([CH2:12][OH:13])[CH2:14][CH2:15][CH3:16])[cH:23][cH:22]1)[OH:31].